Dataset: the Open Reaction Database (ORD), a public repository of structured organic reaction records. Task: describe an organic reaction: reactants, conditions, products, and yield Starting materials: CCCCn1c(=O)c2ccccc2c2cc(C=Cc3ccccc3)ccc21, CO, ClCCl, [H][H]. The product is CCCCn1c(=O)c2ccccc2c2cc(CCc3ccccc3)ccc21. RXN SMILES: [CH2:3]([CH2:4][CH2:5][CH3:6])[n:7]1[c:8]2[cH:9][cH:10][c:11]([CH:22]=[CH:23][c:24]3[cH:25][cH:26][cH:27][cH:28][cH:29]3)[cH:12][c:13]2[c:14]2[cH:15][cH:16][cH:17][cH:18][c:19]2[c:20]1=[O:21].[CH3:1][OH:2].[Cl:32][CH2:33][Cl:34].[H:30][H:31]>>[CH2:3]([CH2:4][CH2:5][CH3:6])[n:7]1[c:8]2[cH:9][cH:10][c:11]([CH2:22][CH2:23][c:24]3[cH:25][cH:26][cH:27][cH:28][cH:29]3)[cH:12][c:13]2[c:14]2[cH:15][cH:16][cH:17][cH:18][c:19]2[c:20]1=[O:21]. The reactants are OC1=C(C=CC2=CC(=CC=C12)OC)C1=CC(=CC=C1)OC (1-hydroxy-2-(3-methoxyphenyl)-6-methoxynaphthalene), [H-].[Na+] (NaH). The solvent is CN(C)C=O (DMF). Run at temperature 70 celsius. Yields the product C(=O)C1=CC=C(OC2=C(C=CC3=CC(=CC=C23)OC)C2=CC(=CC=C2)OC)C=C1 (1-(4-Formylphenoxy)-2-(3-methoxyphenyl)-6-methoxynaphthalene). RXN SMILES: [OH:1][C:2]1[C:11]2[C:6](=[CH:7][C:8]([O:12][CH3:13])=[CH:9][CH:10]=2)[CH:5]=[CH:4][C:3]=1[C:14]1[CH:19]=[CH:18][CH:17]=[C:16]([O:20][CH3:21])[CH:15]=1.[H-].[Na+]>CN(C=O)C>[CH:2]([C:11]1[CH:6]=[CH:7][C:8]([O:1][C:2]2[C:11]3[C:6](=[CH:7][C:8]([O:12][CH3:13])=[CH:9][CH:10]=3)[CH:5]=[CH:4][C:3]=2[C:14]2[CH:19]=[CH:18][CH:17]=[C:16]([O:20][CH3:21])[CH:15]=2)=[CH:9][CH:10]=1)=[O:1] |f:1.2|. Reported procedure: A solution was prepared of 9.8 g (35 mmol) of 1-hydroxy-2-(3-methoxyphenyl)-6-methoxynaphthalene in 490 mL of DMF under a nitrogen atmosphere and to this solution was slowly added 1.47 g (36.8 mmol) of 60% NaH in mineral oil. After ten minutes, 7.5 mL (70 mmol) of 4-fluorobenzaldehdye was added and the reaction mixture was heated to 70° C. for sixty-four hours. The reaction mixture was evaporated to dryness and the residue partioned between water and EtOAc. The EtOAc layer was dried with Na2SO4 ... Reactants: C(C)(C)N(CC)C(C)C (diisopropylethylamine), C1(=CC=CC=C1)[C@@H](C(=O)O)C ((S)-2-phenylpropionic acid), Cl.CN(CCCN=C=NCC)C (1-(3-dimethylaminopropyl)-3-ethylcarbodiimide hydrochloride), C(#N)C[C@H]1C[C@@]([C@@H]2CNC[C@@H]2C1)(O)C1=C(C=CC=C1)OC ((3aS,4S,6S,7aR)-6-cyanomethyl-4-(2-methoxyphenyl)perhydroisoindol-4-ol). The reagents and catalysts are O.OC1=CC=CC=2NN=NC21 (hydroxybenzotriazole hydrate). Solvent: ClCCl (dichloromethane). Conditions: temperature 20 celsius, time 20 hour. The product is C(#N)C[C@H]1C[C@@]([C@@H]2CN(C[C@@H]2C1)C([C@@H](C)C1=CC=CC=C1)=O)(O)C1=C(C=CC=C1)OC ((3aS,4S,6S,7aR)-6-cyanomethyl-4-(2-methoxyphenyl)-2-[(S)-2-phenylpropionyl]perhydroisoindol-4-ol). Yield: 57.4%. As a reaction SMILES: C(N(C(C)C)CC)(C)C.[C:10]1([C@H:16]([CH3:20])[C:17](O)=[O:18])[CH:15]=[CH:14][CH:13]=[CH:12][CH:11]=1.Cl.CN(C)CCCN=C=NCC.[C:33]([CH2:35][C@@H:36]1[CH2:44][C@@H:43]2[C@@H:39]([CH2:40][NH:41][CH2:42]2)[C@@:38]([C:46]2[CH:51]=[CH:50][CH:49]=[CH:48][C:47]=2[O:52][CH3:53])([OH:45])[CH2:37]1)#[N:34]>ClCCl.O.OC1C2N=NNC=2C=CC=1>[C:33]([CH2:35][C@@H:36]1[CH2:44][C@@H:43]2[C@@H:39]([CH2:40][N:41]([C:17](=[O:18])[C@H:16]([C:10]3[CH:15]=[CH:14][CH:13]=[CH:12][CH:11]=3)[CH3:20])[CH2:42]2)[C@@:38]([C:46]2[CH:51]=[CH:50][CH:49]=[CH:48][C:47]=2[O:52][CH3:53])([OH:45])[CH2:37]1)#[N:34] |f:2.3,6.7|. Reported procedure: 0.87 cm3 of diisopropylethylamine, 0.75 g of (S)-2-phenylpropionic acid, 0.02 g of hydroxybenzotriazole hydrate and 1.05 g of 1-(3-dimethylaminopropyl)-3-ethylcarbodiimide hydrochloride are added to a solution of 1.43 g of (3aS,4S,6S,7aR)-6-cyanomethyl-4-(2-methoxyphenyl)perhydroisoindol-4-ol in 20 cm3 of dichloromethane. The reaction mixture is stirred at 20° C. for 20 hours and then washed twice with 30 cm3 of water, dried over magnesium sulphate and then concentrated to dryness under reduced ...